From a dataset of the Open Reaction Database (ORD), a public repository of structured organic reaction records. describe an organic reaction: reactants, conditions, products, and yield The reactants are [Br-], N#CNc1ccc(Br)cc1F, O=C([O-])[O-], CC(C)(C)P(C(C)(C)C)C(C)(C)C, C1CCOC1, Cn1c(C#N)ccc1B(O)O, O=C(C=Cc1ccccc1)C=Cc1ccccc1, O=C(C=Cc1ccccc1)C=Cc1ccccc1, O=C(C=Cc1ccccc1)C=Cc1ccccc1, [K+], [K+], [Pd], [Pd]. Product: Cn1c(C#N)ccc1-c1ccc(NC#N)c(F)c1. As a reaction SMILES: [Br-:42].[Br:1][c:2]1[cH:3][c:4]([F:11])[c:5]([NH:8][C:9]#[N:10])[cH:6][cH:7]1.[C:23](=[O:24])([O-:25])[O-:26].[C:29]([P:30]([C:31]([CH3:32])([CH3:33])[CH3:34])[C:35]([CH3:36])([CH3:37])[CH3:38])([CH3:39])([CH3:40])[CH3:41].[CH2:99]1[O:100][CH2:101][CH2:102][CH2:103]1.[CH3:12][n:13]1[c:14]([B:20]([OH:21])[OH:22])[cH:15][cH:16][c:17]1[C:18]#[N:19].[CH:45](=[CH:46][C:47]([CH:48]=[CH:49][c:50]1[cH:51][cH:52][cH:53][cH:54][cH:55]1)=[O:56])[c:57]1[cH:58][cH:59][cH:60][cH:61][cH:62]1.[CH:63](=[CH:64][C:65]([CH:66]=[CH:67][c:68]1[cH:69][cH:70][cH:71][cH:72][cH:73]1)=[O:74])[c:75]1[cH:76][cH:77][cH:78][cH:79][cH:80]1.[CH:81](=[CH:82][C:83]([CH:84]=[CH:85][c:86]1[cH:87][cH:88][cH:89][cH:90][cH:91]1)=[O:92])[c:93]1[cH:94][cH:95][cH:96][cH:97][cH:98]1.[K+:27].[K+:28].[Pd:43].[Pd:44]>>[c:2]1(-[c:14]2[n:13]([CH3:12])[c:17]([C:18]#[N:19])[cH:16][cH:15]2)[cH:3][c:4]([F:11])[c:5]([NH:8][C:9]#[N:10])[cH:6][cH:7]1. The reactants are C(C)OC(CN1C(=C(C(=C1I)I)I)I)=O (2,3,4,5-tetraiodopyrrol-1-acetic acid ethyl ester), compound B, C(COCCOCCOCCOCCOCCOCCOC)N (3,6,9,12,15,18,21-heptaoxadocosylamine). The product is C(COCCOCCOCCOCCOCCOCCOC)NC(CN1C(=C(C(=C1I)I)I)I)=O (N-[3,6,9,12,15,18,21-heptaoxadocos-1-y1]-2,3,4,5-tetraiodopyrrol-1-acetamide). The yield is 114.2%. As a reaction SMILES: C(O[C:4](=[O:15])[CH2:5][N:6]1[C:10]([I:11])=[C:9]([I:12])[C:8]([I:13])=[C:7]1[I:14])C.[CH2:16]([NH2:38])[CH2:17][O:18][CH2:19][CH2:20][O:21][CH2:22][CH2:23][O:24][CH2:25][CH2:26][O:27][CH2:28][CH2:29][O:30][CH2:31][CH2:32][O:33][CH2:34][CH2:35][O:36][CH3:37]>>[CH2:16]([NH:38][C:4](=[O:15])[CH2:5][N:6]1[C:7]([I:14])=[C:8]([I:13])[C:9]([I:12])=[C:10]1[I:11])[CH2:17][O:18][CH2:19][CH2:20][O:21][CH2:22][CH2:23][O:24][CH2:25][CH2:26][O:27][CH2:28][CH2:29][O:30][CH2:31][CH2:32][O:33][CH2:34][CH2:35][O:36][CH3:37]. Reported procedure: According to the procedure described in Ex. 2, 2.3 g of 2,3,4,5-tetraiodopyrrol-1-acetic acid ethyl ester (prepared according to the procedure described in Ex. 1) (0.00457 mol) and 23.27 g of compound B, 3,6,9,12,15,18,21-heptaoxadocosylamine, (0.0685 mol) are reacted. 3.82 g of N-[3,6,9,12,15,18,21-heptaoxadocos-1-y1]-2,3,4,5-tetraiodopyrrol-1-acetamide (0.0040 mol) are obtained.